Dataset: the Open Reaction Database (ORD), a public repository of structured organic reaction records. Task: describe an organic reaction: reactants, conditions, products, and yield Starting materials: C=Cc1cccc2oc(C(=O)OCC)c(C)c12, CCOC(C)=O, [H][H]. The product is CCOC(=O)c1oc2cccc(CC)c2c1C. Reaction SMILES: [CH2:1]([CH3:2])[O:3][C:4](=[O:5])[c:6]1[o:7][c:8]2[c:9]([c:10]1[CH3:11])[c:12]([CH:16]=[CH2:17])[cH:13][cH:14][cH:15]2.[CH3:20][CH2:21][O:22][C:23](=[O:24])[CH3:25].[H:18][H:19]>>[CH2:1]([CH3:2])[O:3][C:4](=[O:5])[c:6]1[o:7][c:8]2[c:9]([c:10]1[CH3:11])[c:12]([CH2:16][CH3:17])[cH:13][cH:14][cH:15]2. Starting materials: C(C#C)C1CCC(CC1)CO ((4-Prop-2-ynyl-cyclohexyl)-methanol), N1=CC=CC=C1 (pyridine), C(C)(=O)OC(C)=O (acetic anhydride). Run in CN(C)C=O (DMF). Run at time 8 hour. Product: C(C)(=O)OCC1CCC(CC1)CC#C ((4-prop-2-ynylcyclohexyl)methyl acetate). The yield is 91.4%. RXN SMILES: [CH2:1]([CH:4]1[CH2:9][CH2:8][CH:7]([CH2:10][OH:11])[CH2:6][CH2:5]1)[C:2]#[CH:3].N1C=CC=CC=1.[C:18](OC(=O)C)(=[O:20])[CH3:19]>CN(C=O)C>[C:18]([O:11][CH2:10][CH:7]1[CH2:8][CH2:9][CH:4]([CH2:1][C:2]#[CH:3])[CH2:5][CH2:6]1)(=[O:20])[CH3:19]. Procedure details: To a solution of 960 mg (6.31 mmol) of 86 in 6 mL DMF was added 0.62 mL (7.57 mmol) pyridine and 0.78 mL (8.27 mmol) acetic anhydride. The reaction was allowed to stir overnight at room temperature. After 16 hours, starting material still remained. The reaction mixture was heated at 75° C. for 3 hours. The solvent was removed under reduced pressure to yield a yellow oil which was purified by flash chromatography, on silica gel, eluting with 1:3 ether/petroleum ether to yield 1.12 g (91%) of 87 a... The reactants are ClC1=CC=C(C=C1)C1=NN(C(N1C1CC1)=O)C(C(=O)OCC)C (Ethyl rac-2-[3-(4-chlorophenyl)-4-cyclopropyl-5-oxo-4,5-dihydro-1H-1,2,4-triazol-1-yl]propionate), [OH-].[K+] (potassium hydroxide). Run in CO (methanol). Run at time 2 hour. The product is ClC1=CC=C(C=C1)C1=NN(C(N1C1CC1)=O)C(C(=O)O)C (rac-2-[3-(4-chlorophenyl)-4-cyclopropyl-5-oxo-4,5-dihydro-1H-1,2,4-triazol-1-yl]propionic acid). RXN SMILES: [Cl:1][C:2]1[CH:7]=[CH:6][C:5]([C:8]2[N:12]([CH:13]3[CH2:15][CH2:14]3)[C:11](=[O:16])[N:10]([CH:17]([CH3:23])[C:18]([O:20]CC)=[O:19])[N:9]=2)=[CH:4][CH:3]=1.[OH-].[K+]>CO>[Cl:1][C:2]1[CH:7]=[CH:6][C:5]([C:8]2[N:12]([CH:13]3[CH2:15][CH2:14]3)[C:11](=[O:16])[N:10]([CH:17]([CH3:23])[C:18]([OH:20])=[O:19])[N:9]=2)=[CH:4][CH:3]=1 |f:1.2|. Procedure: 630 mg (1.88 mmol) of ethyl rac-2-[3-(4-chlorophenyl)-4-cyclopropyl-5-oxo-4,5-dihydro-1H-1,2,4-triazol-1-yl]-propionate from Example 85A are placed in 8 ml methanol, treated with 4 ml 20% aqueous potassium hydroxide and stirred for 2 hours at room temperature. The methanol is removed in vacuo, the aqueous residue acidified with 2 N hydrochloric acid, extracted with dichloromethane, and the organic phase dried over sodium sulphate and evaporated in vacuo. 463 mg (80% of theory) of the target comp... Reactants: N(N)C1=CC=C(C(=O)O)C=C1 (4-hydrazinobenzoic acid), C(C)O (ethanol). The solvent is OS(=O)(=O)O (H2SO4). The product is N(N)C1=CC=C(C(=O)OCC)C=C1 (Ethyl 4-hydrazinobenzoate). Reaction SMILES: [NH:1]([C:3]1[CH:11]=[CH:10][C:6]([C:7]([OH:9])=[O:8])=[CH:5][CH:4]=1)[NH2:2].[CH2:12](O)[CH3:13]>OS(O)(=O)=O>[NH:1]([C:3]1[CH:4]=[CH:5][C:6]([C:7]([O:9][CH2:12][CH3:13])=[O:8])=[CH:10][CH:11]=1)[NH2:2]. Procedure details: 5.0 g of 4-hydrazinobenzoic acid are dissolved in 70 ml of ethanol and 3 ml of concentrated H2SO4. The mixture is heated at reflux for five hours, the ethanol is evaporated, the residue is then taken up in a saturated K2CO3 solution and then extraction is carried out with AcOEt. 5.9 g of the expected compound are obtained in the form of a powder.